This data is from the Open Reaction Database (ORD), a public repository of structured organic reaction records. The task is: describe an organic reaction: reactants, conditions, products, and yield Reactants: ClCCCl, ClCCl, Nc1ccc(CCCO)cc1, Cc1ccc(S(=O)(=O)N2C=CNC(=O)C2CC(=O)O)cc1, On1nnc2ccccc21. The product is Cc1ccc(S(=O)(=O)N2C=CNC(=O)C2CC(=O)Nc2ccc(CCCO)cc2)cc1. RXN SMILES: [CH2:22]([Cl:23])[CH2:24][Cl:25].[Cl:47][CH2:48][Cl:49].[NH2:36][c:37]1[cH:38][cH:39][c:40]([CH2:43][CH2:44][CH2:45][OH:46])[cH:41][cH:42]1.[O:1]=[C:2]1[CH:3]([CH2:18][C:19](=[O:20])[OH:21])[N:4]([S:8](=[O:9])(=[O:10])[c:11]2[cH:12][cH:13][c:14]([CH3:17])[cH:15][cH:16]2)[CH:5]=[CH:6][NH:7]1.[OH:26][n:27]1[c:28]2[c:29]([cH:30][cH:31][cH:32][cH:33]2)[n:34][n:35]1>>[O:1]=[C:2]1[CH:3]([CH2:18][C:19](=[O:21])[NH:36][c:37]2[cH:38][cH:39][c:40]([CH2:43][CH2:44][CH2:45][OH:46])[cH:41][cH:42]2)[N:4]([S:8](=[O:9])(=[O:10])[c:11]2[cH:12][cH:13][c:14]([CH3:17])[cH:15][cH:16]2)[CH:5]=[CH:6][NH:7]1. The reactants are SCc1ccccc1, [Na], C#Cc1ccccc1. Product: C(=Cc1ccccc1)SCc1ccccc1. RXN SMILES: [CH2:9]([c:10]1[cH:11][cH:12][cH:13][cH:14][cH:15]1)[SH:16].[Na:17].[c:1]1([C:7]#[CH:8])[cH:2][cH:3][cH:4][cH:5][cH:6]1>>[c:1]1([CH:7]=[CH:8][S:16][CH2:9][c:10]2[cH:11][cH:12][cH:13][cH:14][cH:15]2)[cH:2][cH:3][cH:4][cH:5][cH:6]1. Reactants: C(C1=CC=CC=C1)OC1=C(C=CC=C1C(=O)C1=CC=CC=C1)C1=CC=CC=C1 ((2-(Benzyloxy)biphenyl-3-yl)(phenyl)methanone), BrC=1C=C(C=CC1)C1=C(C=CC=C1)OC (3′-bromo-2-methoxybiphenyl), C(CCC)[Li] (n-butyllithium), hexanes, [Cl-].[NH4+] (ammonium chloride). As a reaction SMILES: Br[C:2]1[CH:3]=[C:4]([C:8]2[CH:13]=[CH:12][CH:11]=[CH:10][C:9]=2[O:14][CH3:15])[CH:5]=[CH:6][CH:7]=1.C([Li])CCC.[CH2:21]([O:28][C:29]1[C:34]([C:35]([C:37]2[CH:42]=[CH:41][CH:40]=[CH:39][CH:38]=2)=[O:36])=[CH:33][CH:32]=[CH:31][C:30]=1[C:43]1[CH:48]=[CH:47][CH:46]=[CH:45][CH:44]=1)[C:22]1[CH:27]=[CH:26][CH:25]=[CH:24][CH:23]=1.[Cl-].[NH4+]>O1CCCC1>[CH2:21]([O:28][C:29]1[C:34]([C:35]([C:2]2[CH:3]=[C:4]([C:8]3[CH:13]=[CH:12][CH:11]=[CH:10][C:9]=3[O:14][CH3:15])[CH:5]=[CH:6][CH:7]=2)([C:37]2[CH:38]=[CH:39][CH:40]=[CH:41][CH:42]=2)[OH:36])=[CH:33][CH:32]=[CH:31][C:30]=1[C:43]1[CH:48]=[CH:47][CH:46]=[CH:45][CH:44]=1)[C:22]1[CH:23]=[CH:24][CH:25]=[CH:26][CH:27]=1 |f:3.4|. Procedure details: A solution of 3′-bromo-2-methoxybiphenyl (1.08 g, 4.1 mmol) in anhydrous tetrahydrofuran (10 mL) was stirred at −78° C. and 2.5M n-butyllithium in hexanes (1.64 mL, 4.1 mmol) was added at such a rate that the temperature did nor exceed −70° C. Stirring was continued at −78° C. for 1 hr. A solution of 25 (1.5 g, 4.1 mmol) in tetrahydrofuran (6 mL) was added at such a rate that the temperature did not exceed −65° C. Stirring was continued at −78° C. for 20 min and at room temperature for 2 hr. The... The yield is 16.9%. The solvent is O1CCCC1 (tetrahydrofuran), O1CCCC1 (tetrahydrofuran). Yields the product C(C1=CC=CC=C1)OC1=C(C=CC=C1C(O)(C1=CC=CC=C1)C=1C=C(C=CC1)C1=C(C=CC=C1)OC)C1=CC=CC=C1 ((2-(Benzyloxy)biphenyl-3-yl)(2′-methoxybiphenyl-3-yl)(phenyl)methanol). Run at time 1 hour. Starting materials: C(C)(C)(C)O[C@H](C(=O)OC)C1=C2C3=C(C=C4OCCN(CC=CCCC=5C=CC=CC5C5=CC=CC(C6=NN2C(N=C1C)=C6)=C5)C4=C3)F (methyl (2S)-2-(tert-butoxy)-2-[32-fluoro-4-methyl-29-oxa-5,7,8,26-tetraazaheptacyclo[24.6.2.16,9.110,14.02,7.015,20.030,34]hexatriaconta-1 (32),2,4,6(36),8,10(35),11,13,15 (20),16,18,23,30,33-tetradecaen-3-yl]acetate). Reagents/catalysts: [Pd] (Pd/C). Run in CO (MeOH). Run at time 18 hour. The product is C(C)(C)(C)O[C@H](C(=O)OC)C1=C2C3=C(C=C4OCCN(CCCCCC=5C=CC=CC5C5=CC=CC(C6=NN2C(N=C1C)=C6)=C5)C4=C3)F (Methyl (2S)-2-(tert-butoxy)-2-{32-fluoro-4-methyl-29-oxa-5,7,8,26-tetraazaheptacyclo[24.6.2.16,9.110,14.02,7.015,20.030,34]hexatriaconta-1 (32), 2,4, 6(36), 8, 10(35), 11, 13, 15(20),16,18,30,33-tridecaen-3-yl}acetate). RXN SMILES: [C:1]([O:5][C@@H:6]([C:11]1[C:42]([CH3:43])=[N:41][C:40]2=[CH:44][C:37]3=[N:38][N:39]2[C:12]=1[C:13]1[CH:47]=[C:46]2[C:16]([O:17][CH2:18][CH2:19][N:20]2[CH2:21][CH:22]=[CH:23][CH2:24][CH2:25][C:26]2[CH:27]=[CH:28][CH:29]=[CH:30][C:31]=2[C:32]2[CH:45]=[C:36]3[CH:35]=[CH:34][CH:33]=2)=[CH:15][C:14]=1[F:48])[C:7]([O:9][CH3:10])=[O:8])([CH3:4])([CH3:3])[CH3:2]>CO.[Pd]>[C:1]([O:5][C@@H:6]([C:11]1[C:42]([CH3:43])=[N:41][C:40]2=[CH:44][C:37]3=[N:38][N:39]2[C:12]=1[C:13]1[CH:47]=[C:46]2[C:16]([O:17][CH2:18][CH2:19][N:20]2[CH2:21][CH2:22][CH2:23][CH2:24][CH2:25][C:26]2[CH:27]=[CH:28][CH:29]=[CH:30][C:31]=2[C:32]2[CH:45]=[C:36]3[CH:35]=[CH:34][CH:33]=2)=[CH:15][C:14]=1[F:48])[C:7]([O:9][CH3:10])=[O:8])([CH3:4])([CH3:2])[CH3:3]. Reported procedure: A solution of methyl (2S)-2-(tert-butoxy)-2-[32-fluoro-4-methyl-29-oxa-5,7,8,26-tetraazaheptacyclo[24.6.2.16,9.110,14.02,7.015,20.030,34]hexatriaconta-1 (32),2,4,6(36),8,10(35),11,13,15 (20),16,18,23,30,33-tetradecaen-3-yl]acetate (0.023 g, 0.036 mmol) in MeOH (5 mL) was treated with 10 wt % Pd/C (4 mg, 0.04 mmol), evacuated and hydrogen back-filled three times, then stirred under hydrogen atmosphere for 18 h. The crude mixture was filtered (0.45 μm syringe tip filter) and the filtrate solution ...